This data is from the Open Reaction Database (ORD), a public repository of structured organic reaction records. The task is: describe an organic reaction: reactants, conditions, products, and yield Reagents/catalysts: C=1C=CC(=CC1)[P](C=2C=CC=CC2)(C=3C=CC=CC3)[Pd]([P](C=4C=CC=CC4)(C=5C=CC=CC5)C=6C=CC=CC6)([P](C=7C=CC=CC7)(C=8C=CC=CC8)C=9C=CC=CC9)[P](C=1C=CC=CC1)(C=1C=CC=CC1)C=1C=CC=CC1 (tetrakis(triphenylphosphine)palladium(0)). Run at temperature 130 celsius, time 30 minute. The reactants are FC(S(=O)(=O)OC1=NN(C2=C1C(=NC=C2)OC)C2=C(C=CC=C2F)F)(F)F (1-(2,6-difluorophenyl)-4-methoxy-1H-pyrazolo[4,3-c]pyridin-3-yl trifluoromethanesulfonate), CC1(OB(OC1(C)C)C=1C=C(SC1)C(=O)OC)C (methyl 4-(4,4,5,5-tetramethyl-1,3,2-dioxaborolan-2-yl)thiophene-2-carboxylate), C([O-])([O-])=O.[K+].[K+] (potassium carbonate). The yield is 45.8%. Product: FC1=C(C(=CC=C1)F)N1N=C(C=2C(=NC=CC21)OC)C=2C=C(SC2)C(=O)OC (methyl 4-(1-(2,6-difluorophenyl)-4-methoxy-1H-pyrazolo[4,3-c]pyridin-3-yl)thiophene-2-carboxylate). Reported procedure: To a solution of 1-(2,6-difluorophenyl)-4-methoxy-1H-pyrazolo[4,3-c]pyridin-3-yl trifluoromethanesulfonate (100 mg) obtained in Step C of Example 35 in DMF (4 mL)/water (0.40 mL) were added methyl 4-(4,4,5,5-tetramethyl-1,3,2-dioxaborolan-2-yl)thiophene-2-carboxylate (98.3 mg), tetrakis(triphenylphosphine)palladium(0) (28.2 mg) and potassium carbonate (67.5 mg). The reaction mixture was stirred under microwave irradiation at 130° C. for 30 min. The reaction mixture was diluted with water, and th... Reaction SMILES: FC(F)(F)S(O[C:7]1[C:11]2[C:12]([O:16][CH3:17])=[N:13][CH:14]=[CH:15][C:10]=2[N:9]([C:18]2[C:23]([F:24])=[CH:22][CH:21]=[CH:20][C:19]=2[F:25])[N:8]=1)(=O)=O.CC1(C)C(C)(C)OB([C:36]2[CH:37]=[C:38]([C:41]([O:43][CH3:44])=[O:42])[S:39][CH:40]=2)O1.C(=O)([O-])[O-].[K+].[K+]>CN(C=O)C.O.C1C=CC([P]([Pd]([P](C2C=CC=CC=2)(C2C=CC=CC=2)C2C=CC=CC=2)([P](C2C=CC=CC=2)(C2C=CC=CC=2)C2C=CC=CC=2)[P](C2C=CC=CC=2)(C2C=CC=CC=2)C2C=CC=CC=2)(C2C=CC=CC=2)C2C=CC=CC=2)=CC=1>[F:24][C:23]1[CH:22]=[CH:21][CH:20]=[C:19]([F:25])[C:18]=1[N:9]1[C:10]2[CH:15]=[CH:14][N:13]=[C:12]([O:16][CH3:17])[C:11]=2[C:7]([C:36]2[CH:37]=[C:38]([C:41]([O:43][CH3:44])=[O:42])[S:39][CH:40]=2)=[N:8]1 |f:2.3.4,^1:61,63,82,101|. The solvent is CN(C)C=O (DMF), O (water), O (water). Starting materials: FC1=C(C=CC=C1)S(=O)(=O)NC1=CC=C2C3C(COC2=C1C(=O)O)C3 ((1aRS,7bSR)-5-(2-fluorobenzenesulfonylamino)-1,1a,2,7b-tetrahydrocyclopropa-[c]chromene-4-carboxylic acid), FC1=C(C=CC=C1)S(=O)(=O)NC1=CC=C2C3C(COC2=C1C(=O)O)C3 ((1aRS,7bSR)-5-(2-fluorobenzenesulfonylamino)-1,1a,2,7b-tetrahydrocyclopropa-[c]chromene-4-carboxylic acid), N12C[C@@H](C(CC1)CC2)N ((R)-1-azabicyclo[2.2.2]oct-3-ylamine). Yields the product N12C[C@@H](C(CC1)CC2)NC2=C(C=CC=C2)S(=O)(=O)NC2=CC=C1C3C(COC1=C2C(=O)O)C3 ((1aRS,7bSR)-5-{2-[((R)-1-Azabicyclo[2.2.2]oct-3-yl)amino]benzenesulfonyl-amino}-1,1a,2,7b-tetrahydrocyclopropa[c]chromene-4-carboxylic acid). As a reaction SMILES: F[C:2]1[CH:7]=[CH:6][CH:5]=[CH:4][C:3]=1[S:8]([NH:11][C:12]1[C:21]([C:22]([OH:24])=[O:23])=[C:20]2[C:15]([CH:16]3[CH2:25][CH:17]3[CH2:18][O:19]2)=[CH:14][CH:13]=1)(=[O:10])=[O:9].[N:26]12[CH2:33][CH2:32][CH:29]([CH2:30][CH2:31]1)[C@@H:28]([NH2:34])[CH2:27]2>>[N:26]12[CH2:33][CH2:32][CH:29]([CH2:30][CH2:31]1)[C@@H:28]([NH:34][C:2]1[CH:7]=[CH:6][CH:5]=[CH:4][C:3]=1[S:8]([NH:11][C:12]1[C:21]([C:22]([OH:24])=[O:23])=[C:20]3[C:15]([CH:16]4[CH2:25][CH:17]4[CH2:18][O:19]3)=[CH:14][CH:13]=1)(=[O:10])=[O:9])[CH2:27]2. Procedure details: Prepared by proceeding in a similar manner to Example 73, starting from (1aRS,7bSR)-5-(2-fluorobenzenesulfonylamino)-1,1a,2,7b-tetrahydrocyclopropa-[c]chromene-4-carboxylic acid (Intermediate 67) and (R)-1-azabicyclo[2.2.2]oct-3-ylamine. Reactants: N1C=NC(=C1)CCCN (3-(1H-imidazol-4-yl)propylamine), ClC1=NC=C(C=C1)[N+](=O)[O-] (2-chloro-5-nitropyridine). Run in CC(C)O (2-propanol). Yields the product N1C=NC(=C1)CCCNC1=NC=C(C=C1)[N+](=O)[O-] (2-{[3-(1H-Imidazol-4-yl)propyl]amino}-5-nitropyridine). Reaction SMILES: [NH:1]1[CH:5]=[C:4]([CH2:6][CH2:7][CH2:8][NH2:9])[N:3]=[CH:2]1.Cl[C:11]1[CH:16]=[CH:15][C:14]([N+:17]([O-:19])=[O:18])=[CH:13][N:12]=1>CC(O)C>[NH:1]1[CH:5]=[C:4]([CH2:6][CH2:7][CH2:8][NH:9][C:11]2[CH:16]=[CH:15][C:14]([N+:17]([O-:19])=[O:18])=[CH:13][N:12]=2)[N:3]=[CH:2]1. Procedure details: A solution of 0.158 g (0.97 mmol) of 3-(1H-imidazol-4-yl)propylamine and of 0.154 g (0.97 mmol) of 2-chloro-5-nitropyridine in 10 ml of 2-propanol is brought to reflux for 21 h while stirring and evaporated under reduced pressure. The resulting residue is chromatographed on a column of silica gel, using a chloroform/methanol (1/1) mixture, to give the title compound in the form of a yellow oil. The latter is treated with oxalic acid in heated absolute ethanol to provide the oxalate salt which, a... The reactants are Oc1c(Br)c(Br)c(Br)c(Br)c1Br, O=C(Cl)c1ccccc1CCl, [Na+], [O-]c1ccccc1, [OH-]. The product is O=C(Oc1c(Br)c(Br)c(Br)c(Br)c1Br)c1ccccc1CCl. RXN SMILES: [Br:3][c:4]1[c:5]([Br:14])[c:6]([Br:13])[c:7]([Br:12])[c:8]([Br:11])[c:9]1[OH:10].[Cl:22][CH2:23][c:24]1[c:25]([C:26](=[O:27])[Cl:28])[cH:29][cH:30][cH:31][cH:32]1.[Na+:2].[O-:15][c:16]1[cH:17][cH:18][cH:19][cH:20][cH:21]1.[OH-:1]>>[Br:3][c:4]1[c:5]([Br:14])[c:6]([Br:13])[c:7]([Br:12])[c:8]([Br:11])[c:9]1[O:10][C:26]([c:25]1[c:24]([CH2:23][Cl:22])[cH:32][cH:31][cH:30][cH:29]1)=[O:27]. Starting materials: S(=O)(Cl)Cl (thionyl chloride), C(C(=O)Cl)(=O)Cl (oxalyl chloride), O(C1=CC=CC=C1)C1=C(C(=O)O)C(=CC=C1)OC1=CC=CC=C1 (2,6-diphenoxybenzoic acid). Yields the product O(C1=CC=CC=C1)C1=C(C(=O)Cl)C(=CC=C1)OC1=CC=CC=C1 (2,6-diphenoxybenzoyl chloride). Reaction SMILES: S(Cl)(Cl)=O.[C:5](Cl)(=O)[C:6]([Cl:8])=[O:7].[O:11]([C:18]1[CH:26]=[CH:25][CH:24]=[C:23]([O:27][C:28]2[CH:33]=[CH:32][CH:31]=[CH:30][CH:29]=2)C=1C(O)=O)[C:12]1[CH:17]=[CH:16][CH:15]=[CH:14][CH:13]=1>>[O:11]([C:18]1[CH:26]=[CH:25][CH:24]=[C:23]([O:27][C:28]2[CH:29]=[CH:30][CH:31]=[CH:32][CH:33]=2)[C:5]=1[C:6]([Cl:8])=[O:7])[C:12]1[CH:13]=[CH:14][CH:15]=[CH:16][CH:17]=1. Procedure details: Fifteen parts of thionyl chloride or oxalyl chloride are added to 2 parts of 2,6-diphenoxybenzoic acid. The mixture is heated under reflux for 30 minutes, and the excess chloride is distilled. The residue crystallizes to give 2,6-diphenoxybenzoyl chloride, M.P. 72°-73°. Reactants: epoxide, OC1=CC=C(C=C1)C(C)(C)C1=CC=C(C=C1)O (bisphenol A), C(Cl)C1CO1 (epichlorohydrin), CC(C)(C1=CC=C(C=C1)O)C2=CC=C(C=C2)O.C1C(O1)CCl (Epon 828), C(Cl)C1CO1 (epichlorohydrin), epoxy resin. Yields the product C1(=CC=CC=C1)O (phenol), C=O (formaldehyde). Reaction SMILES: CC(C1C=CC(O)=CC=1)([C:4]1[CH:9]=[CH:8][C:7]([OH:10])=[CH:6][CH:5]=1)C.C1[O:20][CH:19]1CCl.C(C1OC1)Cl.OC1C=CC(C(C2C=CC(O)=CC=2)(C)C)=CC=1>>[C:7]1([OH:10])[CH:8]=[CH:9][CH:4]=[CH:5][CH:6]=1.[CH2:19]=[O:20] |f:0.1|. Procedure details: In the following examples Epon 828 is the reaction product of epichlorohydrin and bisphenol A having an epoxide equivalent value of 175-210 and a viscosity at 25° C. of 10,000-20,000 cps. and sold by Shell Chemical Company. D.E.N. 438 is a Dow Chemical Company epoxy resin synthesized by the reaction of epichlorohydrin and the product obtained by the reaction of phenol and formaldehyde in an acid solution having an epoxide equivalent value of 176-181 and a viscosity of 35,000-70,000 cps. at 52° C... Reactants: C(CCCCCCCCCCCCCCCCC)N (octadecylamine), C(CCCCCCCCCCC)N (n-dodecylamine), C1(CCCO1)=O (butyrolactone). The solvent is O (water). The product is C(CCCCCCCCCCCCCCCCC)N1C(CCC1)=O (N-octadecyl-2-pyrrolidone). Isolated yield 96.0%. Reaction SMILES: [CH2:1]([NH2:19])[CH2:2][CH2:3][CH2:4][CH2:5][CH2:6][CH2:7][CH2:8][CH2:9][CH2:10][CH2:11][CH2:12][CH2:13][CH2:14][CH2:15][CH2:16][CH2:17][CH3:18].C(N)CCCCCCCCCCC.[C:33]1(=O)[O:37][CH2:36][CH2:35][CH2:34]1>O>[CH2:1]([N:19]1[CH2:33][CH2:34][CH2:35][C:36]1=[O:37])[CH2:2][CH2:3][CH2:4][CH2:5][CH2:6][CH2:7][CH2:8][CH2:9][CH2:10][CH2:11][CH2:12][CH2:13][CH2:14][CH2:15][CH2:16][CH2:17][CH3:18]. Procedure: The procedure described in Example I was repeated except that octadecylamine (Armeen 18D) was substituted for n-dodecylamine and the product was stripped of water and excess butyrolactone and was discharged at about 75° C. to provide 96% pure N-octadecyl-2-pyrrolidone solid in a yield of 96%. The reactants are COC(=O)[C@H]1C[C@@H]([C@H](C1)OC)NC(=O)C=1SC(=CC1)Cl ((1S,3S,4S)-3-[(5-chloro-thiophene-2-carbonyl)-amino]-4-methoxy-cyclopentanecarboxylic acid methyl ester), NC1=C(C=C(C=C1)N1C(C=CC=C1)=O)F (1-(4-amino-3-fluoro-phenyl)-1H-pyridin-2-one). Yields the product FC1=C(C=CC(=C1)N1C(C=CC=C1)=O)NC(=O)[C@@H]1C[C@@H]([C@H](C1)NC(=O)C=1SC(=CC1)Cl)OC (5-chloro-thiophene-2-carboxylic acid {(1S,2S,4S)-4-[2-fluoro-4-(2-oxo-2H-pyridin-1-yl)-phenylcarbamoyl]-2-methoxy-cyclopentyl}-amide). As a reaction SMILES: CO[C:3]([C@@H:5]1[CH2:9][C@H:8]([O:10][CH3:11])[C@@H:7]([NH:12][C:13]([C:15]2[S:16][C:17]([Cl:20])=[CH:18][CH:19]=2)=[O:14])[CH2:6]1)=[O:4].[NH2:21][C:22]1[CH:27]=[CH:26][C:25]([N:28]2[CH:33]=[CH:32][CH:31]=[CH:30][C:29]2=[O:34])=[CH:24][C:23]=1[F:35]>>[F:35][C:23]1[CH:24]=[C:25]([N:28]2[CH:33]=[CH:32][CH:31]=[CH:30][C:29]2=[O:34])[CH:26]=[CH:27][C:22]=1[NH:21][C:3]([C@H:5]1[CH2:6][C@H:7]([NH:12][C:13]([C:15]2[S:16][C:17]([Cl:20])=[CH:18][CH:19]=2)=[O:14])[C@@H:8]([O:10][CH3:11])[CH2:9]1)=[O:4]. Reported procedure: In analogy to example 1C, (1S,3S,4S)-3-[(5-chloro-thiophene-2-carbonyl)-amino]-4-methoxy-cyclopentanecarboxylic acid methyl ester was reacted with 1-(4-amino-3-fluoro-phenyl)-1H-pyridin-2-one to give 5-chloro-thiophene-2-carboxylic acid {(1S,2S,4S)-4-[2-fluoro-4-(2-oxo-2H-pyridin-1-yl)-phenylcarbamoyl]-2-methoxy-cyclopentyl}-amide. Yellow solid. MS: 490.0 ([M+H]+).